The task is: describe an organic reaction: reactants, conditions, products, and yield. This data is from the Open Reaction Database (ORD), a public repository of structured organic reaction records. The product is O=C(Cl)C=CC=Cc1ccccc1. Starting materials: CCCCCC, O=C(O)C=CC=Cc1ccccc1, O=S(Cl)Cl. As a reaction SMILES: [CH3:18][CH2:19][CH2:20][CH2:21][CH2:22][CH3:23].[CH:1]([CH:2]=[CH:3][c:4]1[cH:5][cH:6][cH:7][cH:8][cH:9]1)=[CH:10][C:11](=[O:12])[OH:13].[S:14]([Cl:15])([Cl:16])=[O:17]>>[CH:1]([CH:2]=[CH:3][c:4]1[cH:5][cH:6][cH:7][cH:8][cH:9]1)=[CH:10][C:11](=[O:13])[Cl:16]. Starting materials: COCCBr, CCOC(C)=O, Cc1cc(N2CCOCC2)nc(O)c1C(=O)NCc1cccc(F)c1, [H-], [Na+], CN(C)C=O, O. The product is COCCOc1nc(N2CCOCC2)cc(C)c1C(=O)NCc1cccc(F)c1. RXN SMILES: [Br:33][CH2:34][CH2:35][O:36][CH3:37].[CH3:38][CH2:39][O:40][C:41]([CH3:42])=[O:43].[F:1][c:2]1[cH:3][c:4]([CH2:8][NH:9][C:10](=[O:11])[c:12]2[c:13]([OH:25])[n:14][c:15]([N:19]3[CH2:20][CH2:21][O:22][CH2:23][CH2:24]3)[cH:16][c:17]2[CH3:18])[cH:5][cH:6][cH:7]1.[H-:32].[Na+:31].[O:26]=[CH:27][N:28]([CH3:29])[CH3:30].[OH2:44]>>[F:1][c:2]1[cH:3][c:4]([CH2:8][NH:9][C:10](=[O:11])[c:12]2[c:13]([O:25][CH2:34][CH2:35][O:36][CH3:37])[n:14][c:15]([N:19]3[CH2:20][CH2:21][O:22][CH2:23][CH2:24]3)[cH:16][c:17]2[CH3:18])[cH:5][cH:6][cH:7]1. The reactants are CO (MeOH), CC=1C(NC(N([C@H]2[C@H](O)C[C@@H](CO)O2)C1)=O)=O (5-Methyl-3'-deoxyuridine), [Si](C)(C)(C(C)(C)C)Cl (t-butyldimethylsilyl chloride), ( t ), CO (methanol). The solvent is N1=CC=CC=C1 (pyridine), C(C)(=O)OCC (ethyl acetate). Reaction conditions: time 4.5 hour. The product is [Si](C)(C)(C(C)(C)C)OC[C@@H]1C[C@H]([C@@H](O1)N1C(=O)NC(=O)C(=C1)C)O (5'-O-(t-butyldimethylsilyl)-5-methyl-3'-deoxyuridine). The yield is 84.4%. As a reaction SMILES: [CH3:1][C:2]1[C:3](=[O:17])[NH:4][C:5](=[O:16])[N:6]([CH:15]=1)[C@@H:7]1[O:14][C@H:11]([CH2:12][OH:13])[CH2:10][C@H:8]1[OH:9].[Si:18](Cl)([C:21]([CH3:24])([CH3:23])[CH3:22])([CH3:20])[CH3:19].CO>N1C=CC=CC=1.C(OCC)(=O)C>[Si:18]([O:13][CH2:12][C@H:11]1[O:14][C@@H:7]([N:6]2[CH:15]=[C:2]([CH3:1])[C:3](=[O:17])[NH:4][C:5]2=[O:16])[C@H:8]([OH:9])[CH2:10]1)([C:21]([CH3:24])([CH3:23])[CH3:22])([CH3:20])[CH3:19]. Reported procedure: 5-Methyl-3'-deoxyuridine, from Step 1, was dissolved in 150 mL of dry pyridine and 3.6 g (24 mmol) of t-butyldimethylsilyl chloride was added in 4 portions at 4 times (t): t=0 h, t=2 h, t=3 h and at t=3.75 h. After 4.5 h, 8 mL of methanol was added to the reaction mixture and the reaction mixture was stirred for 0.5 h, then concentrated under reduced pressure to approximately 25% of volume. The concentrated reaction mixture was diluted with ethyl acetate, washed with dilute aqueous sodium bicarb... The reactants are FC(C(=O)N(CC1(COC1)CN1N=CC(=C1)NC1=NC=C2C(=N1)N(N=C2)CC2=CC(=CC=C2)N2CCOCC2)C)(F)F (2,2,2-trifluoro-N-methyl-N-((3-((4-((1-(3-morpholinobenzyl)-1H-pyrazolo[3,4-d]pyrimidin-6-yl)amino)-1H-pyrazol-1-yl)methyl)oxetan-3-yl)methyl)acetamide), C(=O)([O-])[O-].[K+].[K+] (K2CO3). The solvent is CO (MeOH), CCOC(=O)C (EtOAc), O (H2O). Reaction conditions: temperature 55 celsius. Yields the product CNCC1(COC1)CN1N=CC(=C1)NC1=NC=C2C(=N1)N(N=C2)CC2=CC(=CC=C2)N2CCOCC2 (N-(1-((3-((Methylamino)methyl)oxetan-3-yl)methyl)-1H-pyrazol-4-yl)-1-(3-morpholinobenzyl)-1H-pyrazolo[3,4-d]pyrimidin-6-amine). The yield is 10.9%. Reaction SMILES: FC(F)(F)[C:3]([N:5](C)[CH2:6][C:7]1([CH2:11][N:12]2[CH:16]=[C:15]([NH:17][C:18]3[N:23]=[C:22]4[N:24]([CH2:27][C:28]5[CH:33]=[CH:32][CH:31]=[C:30]([N:34]6[CH2:39][CH2:38][O:37][CH2:36][CH2:35]6)[CH:29]=5)[N:25]=[CH:26][C:21]4=[CH:20][N:19]=3)[CH:14]=[N:13]2)[CH2:10][O:9][CH2:8]1)=O.C([O-])([O-])=O.[K+].[K+]>CO.O.CCOC(C)=O>[CH3:3][NH:5][CH2:6][C:7]1([CH2:11][N:12]2[CH:16]=[C:15]([NH:17][C:18]3[N:23]=[C:22]4[N:24]([CH2:27][C:28]5[CH:33]=[CH:32][CH:31]=[C:30]([N:34]6[CH2:39][CH2:38][O:37][CH2:36][CH2:35]6)[CH:29]=5)[N:25]=[CH:26][C:21]4=[CH:20][N:19]=3)[CH:14]=[N:13]2)[CH2:8][O:9][CH2:10]1 |f:1.2.3|. Reported procedure: 2,2,2-trifluoro-N-methyl-N-((3-((4-((1-(3-morpholinobenzyl)-1H-pyrazolo[3,4-d]pyrimidin-6-yl)amino)-1H-pyrazol-1-yl)methyl)oxetan-3-yl)methyl)acetamide (22 mg, 37.5 μmol) was dissolved in MeOH (1 mL) in a small vial. A solution of K2CO3 (26 mg, 187 μmol) in H2O (60 μL) was added to the solution, and the closed vial was heated at 55° C. for 1.5 h. The mixture was then diluted with EtOAc (7 mL) and washed with H2O (5 ml). The aqueous was extracted with a mixture of CHCl3/IPA=2:1 (3 mL×2). The orga...